Task: describe an organic reaction: reactants, conditions, products, and yield. Dataset: the Open Reaction Database (ORD), a public repository of structured organic reaction records Reactants: BrCC=1C=C(C(=O)OC)C=CC1 (methyl 3-bromomethylbenzoate), C(C)N(C\C=C\C#CC(C)(C)C)CC=1C=C(C(=O)OC)C=CC1 (methyl (E)-3-(N-ethyl-6,6-dimethyl-2-hepten-4-ynylaminomethyl)benzoate), ClCC1=CC(=CC=C1)CCl (α,α'-dichloro-m-xylene), BrCC=1C=C(C=O)C=CC1 (3-bromomethylbenzaldehyde). Yields the product C(C)N(C\C=C\C#CC(C)(C)C)CC1=CC(=CC=C1)CCl ((E)-N-ethyl-N-(6,6-dimethyl-2-hepten-4-ynyl)-3-chloromethylbenzylamine). Reaction SMILES: BrCC1C=C(C=CC=1)C(OC)=O.Cl[CH2:14][C:15]1[CH:20]=[CH:19][CH:18]=[C:17]([CH2:21][Cl:22])[CH:16]=1.BrCC1C=C(C=CC=1)C=O.[CH2:33]([N:35](CC1C=C(C=CC=1)C(OC)=O)[CH2:36]/[CH:37]=[CH:38]/[C:39]#[C:40][C:41]([CH3:44])([CH3:43])[CH3:42])[CH3:34]>>[CH2:33]([N:35]([CH2:14][C:15]1[CH:20]=[CH:19][CH:18]=[C:17]([CH2:21][Cl:22])[CH:16]=1)[CH2:36]/[CH:37]=[CH:38]/[C:39]#[C:40][C:41]([CH3:42])([CH3:44])[CH3:43])[CH3:34]. Procedure: When the same reactions as in Referential Example 4 are carried out using methyl 3-bromomethylbenzoate [synthesized by brominating methyl m-toluate with N-bromosuccinimide] or α,α'-dichloro-m-xylene instead of the starting 3-bromomethylbenzaldehyde, methyl (E)-3-(N-ethyl-6,6-dimethyl-2-hepten-4-ynylaminomethyl)benzoate or (E)-N-ethyl-N-(6,6-dimethyl-2-hepten-4-ynyl)-3-chloromethylbenzylamine is obtained. The reactants are Cl.CN1C(CCC2=CC(=CC=C12)C=1C=NC=C(C1)O[C@@H]1CNCC1)=O (1-methyl-6-[5-((S)-pyrrolidin-3-yloxy)-pyridin-3-yl]-3,4-dihydro-1H-quinolin-2-one hydrochloride), C(C)(=O)Cl (acetyl chloride). Product: C(C)(=O)N1C[C@H](CC1)OC=1C=C(C=NC1)C=1C=C2CCC(N(C2=CC1)C)=O (6-[5-((S)-1-Acetyl-pyrrolidin-3-yloxy)-pyridin-3-yl]-1-methyl-3,4-dihydro-1H-quinolin-2-one). Reaction SMILES: Cl.[CH3:2][N:3]1[C:12]2[C:7](=[CH:8][C:9]([C:13]3[CH:14]=[N:15][CH:16]=[C:17]([O:19][C@H:20]4[CH2:24][CH2:23][NH:22][CH2:21]4)[CH:18]=3)=[CH:10][CH:11]=2)[CH2:6][CH2:5][C:4]1=[O:25].[C:26](Cl)(=[O:28])[CH3:27]>>[C:26]([N:22]1[CH2:23][CH2:24][C@H:20]([O:19][C:17]2[CH:18]=[C:13]([C:9]3[CH:8]=[C:7]4[C:12](=[CH:11][CH:10]=3)[N:3]([CH3:2])[C:4](=[O:25])[CH2:5][CH2:6]4)[CH:14]=[N:15][CH:16]=2)[CH2:21]1)(=[O:28])[CH3:27] |f:0.1|. Procedure details: In analogy to the procedure described in example 76, 1-methyl-6-[5-((S)-pyrrolidin-3-yloxy)-pyridin-3-yl]-3,4-dihydro-1H-quinolin-2-one hydrochloride (example 60) has been reacted with acetyl chloride to give the title compound as a colorless solid. MS: 366.4 (M+H+). Procedure: 108 mg (0.25 mmol) of 5-[5-bromo-4-(1-methyl-2-oxo-propylsulfanyl)-pyrimidin-2-ylamino]-pyridine-2-sulfonic acid amide is dissolved in tetrahydrofuran p.a. at 4° C. that is mixed in portions with 1 ml (3 mmol) of methylmagnesium bromide (3 M in ether). After 24 hours of stirring at room temperature, it is quenched by adding ammonium chloride solution. After extraction with ethyl acetate, the dried residue is flashed with dichloromethane/methanol. Run in O1CCCC1 (tetrahydrofuran). The reactants are BrC=1C(=NC(=NC1)NC=1C=CC(=NC1)S(=O)(=O)N)SC(C(C)=O)C (5-[5-bromo-4-(1-methyl-2-oxo-propylsulfanyl)-pyrimidin-2-ylamino]-pyridine-2-sulfonic acid amide), C[Mg]Br (methylmagnesium bromide). RXN SMILES: [Br:1][C:2]1[C:3]([S:19][CH:20]([CH3:24])[C:21](=[O:23])[CH3:22])=[N:4][C:5]([NH:8][C:9]2[CH:10]=[CH:11][C:12]([S:15]([NH2:18])(=[O:17])=[O:16])=[N:13][CH:14]=2)=[N:6][CH:7]=1.[CH3:25][Mg]Br>O1CCCC1>[Br:1][C:2]1[C:3]([S:19][CH:20]([CH3:24])[C:21]([OH:23])([CH3:25])[CH3:22])=[N:4][C:5]([NH:8][C:9]2[CH:10]=[CH:11][C:12]([S:15]([NH2:18])(=[O:17])=[O:16])=[N:13][CH:14]=2)=[N:6][CH:7]=1. Conditions: time 24 hour. Product: BrC=1C(=NC(=NC1)NC=1C=CC(=NC1)S(=O)(=O)N)SC(C(C)(C)O)C (5-[5-bromo-4-(2-hydroxy-1,2-dimethyl-propylsulfanyl)-pyrimidin-2-ylamino]-pyridine-2-sulfonic acid amide). Reactants: FC(C(=O)O)(F)F.N[C@@H](C(=O)N1CCC(CC1)C#N)C(C)(C)C (1-((R)-2-amino-3,3-dimethyl-butyryl)-piperidine-4-carbonitrile trifluoroacetate), C(C)N1N=CC(=C1)B1OC(C)(C)C(C)(C)O1 (1-ethyl-1H-pyrazole-4-boronic acid pinacol ester), Cl.N[C@@H](C(=O)N1CCCC1)C(C)(C)C ((R)-2-amino-3,3-dimethyl-1-pyrrolidin-1-yl-butan-1-one hydrochloride), C1(CC1)N1N=CC(=C1)B1OC(C)(C)C(C)(C)O1 (1-cyclopropyl-1H-pyrazole-4-boronic acid pinacol ester). Yields the product C(#N)C1CCN(CC1)C(=O)[C@@H](C(C)(C)C)NC(=O)C1=CNC2=NC=C(N=C21)C=2C=NN(C2)C2CC2 (2-(1-Cyclopropyl-1H-pyrazol-4-yl)-5H-pyrrolo[2,3-b]pyrazine-7-carboxylic acid [(R)-1-(4-cyano-piperidine-1-carbonyl)-2,2-dimethyl-propyl]-amide). As a reaction SMILES: F[C:2](F)(F)[C:3]([OH:5])=O.[NH2:8][C@H:9]([C:20]([CH3:23])([CH3:22])[CH3:21])[C:10]([N:12]1[CH2:17][CH2:16][CH:15]([C:18]#[N:19])[CH2:14][CH2:13]1)=[O:11].Cl.[NH2:25][C@H:26]([C:34]([CH3:37])([CH3:36])C)[C:27]([N:29]1[CH2:33][CH2:32]CC1)=O.[CH:38]1([N:41]2C=C(B3OC(C)(C)C(C)(C)O3)C=[N:42]2)[CH2:40][CH2:39]1.[CH2:55]([N:57]1C=C(B2OC(C)(C)C(C)(C)O2)C=N1)C>>[C:18]([CH:15]1[CH2:14][CH2:13][N:12]([C:10]([C@H:9]([NH:8][C:3]([C:2]2[C:32]3[C:33](=[N:29][CH:27]=[C:26]([C:34]4[CH:36]=[N:42][N:41]([CH:38]5[CH2:39][CH2:40]5)[CH:37]=4)[N:25]=3)[NH:57][CH:55]=2)=[O:5])[C:20]([CH3:23])([CH3:22])[CH3:21])=[O:11])[CH2:17][CH2:16]1)#[N:19] |f:0.1,2.3|. Reported procedure: Prepared according to the procedure outlined in Example 2 substituting 1-((R)-2-amino-3,3-dimethyl-butyryl)-piperidine-4-carbonitrile trifluoroacetate for (R)-2-amino-3,3-dimethyl-1-pyrrolidin-1-yl-butan-1-one hydrochloride in Step 1 and 1-cyclopropyl-1H-pyrazole-4-boronic acid pinacol ester for 1-ethyl-1H-pyrazole-4-boronic acid pinacol ester in Step 2. MS: (M+H)+=475. Starting materials: Cl.COC(CCC1=CC(=CC=C1)CN)=O (3-(3-aminomethyl-phenyl)-propionic acid methyl ester hydrochloride salt), N1=C(C=NC=C1)C1=CC=C(C=O)C=C1 (4-pyrazin-2-yl-benzaldehyde), imine. The solvent is CO (MeOH). The product is COC(CCC1=CC(=CC=C1)CNCC1=CC=C(C=C1)C1=NC=CN=C1)=O (3-{3-[(4-Pyrazin-2-yl-benzylamino)-methyl]-phenyl}-propionic acid methyl ester). As a reaction SMILES: Cl.[CH3:2][O:3][C:4](=[O:15])[CH2:5][CH2:6][C:7]1[CH:12]=[CH:11][CH:10]=[C:9]([CH2:13][NH2:14])[CH:8]=1.[N:16]1[CH:21]=[CH:20][N:19]=[CH:18][C:17]=1[C:22]1[CH:29]=[CH:28][C:25]([CH:26]=O)=[CH:24][CH:23]=1>CO>[CH3:2][O:3][C:4](=[O:15])[CH2:5][CH2:6][C:7]1[CH:12]=[CH:11][CH:10]=[C:9]([CH2:13][NH:14][CH2:26][C:25]2[CH:24]=[CH:23][C:22]([C:17]3[CH:18]=[N:19][CH:20]=[CH:21][N:16]=3)=[CH:29][CH:28]=2)[CH:8]=1 |f:0.1|. Procedure details: The title compound of Step A was prepared from 3-(3-aminomethyl-phenyl)-propionic acid methyl ester hydrochloride salt, of Preparation 44, and 4-pyrazin-2-yl-benzaldehyde, of Preparation 27, using the method described in Example 1, Step A except the imine was formed in MeOH at reflux over 2 h. 1H NMR (400 MHz, CDCl3) δ 9.01 (s, 1H), 8.62 (dd, 1H), 8.49 (d, 1H), 7.98 (d, 2H), 7.66 (m, 1H), 7.54-7.43 (m, 3H), 7.24 (m, 1H), 7.09 (m, 1H), 3.88 (s, 2H), 3.80 (s, 2H), 3.66 (s, 3H), 2.94 (t, 2H), 2.63 ... Starting materials: CN(C)CC=CC(=O)O, N#Cc1cnc2sc3c(c2c1Nc1ccc(OCc2ccccn2)c(Cl)c1)CCNC3, Cl. Yields the product CN(C)CC=CC(=O)N1CCc2c(sc3ncc(C#N)c(Nc4ccc(OCc5ccccn5)c(Cl)c4)c23)C1. Reaction SMILES: [CH3:33][N:34]([CH2:35][CH:36]=[CH:37][C:38](=[O:39])[OH:40])[CH3:41].[Cl:1][c:2]1[cH:3][c:4]([NH:16][c:17]2[c:18]3[c:19]([n:20][cH:21][c:22]2[C:23]#[N:24])[s:25][c:26]2[c:31]3[CH2:30][CH2:29][NH:28][CH2:27]2)[cH:5][cH:6][c:7]1[O:8][CH2:9][c:10]1[n:11][cH:12][cH:13][cH:14][cH:15]1.[ClH:32]>>[Cl:1][c:2]1[cH:3][c:4]([NH:16][c:17]2[c:18]3[c:19]([n:20][cH:21][c:22]2[C:23]#[N:24])[s:25][c:26]2[c:31]3[CH2:30][CH2:29][N:28]([C:38]([CH:37]=[CH:36][CH2:35][N:34]([CH3:33])[CH3:41])=[O:39])[CH2:27]2)[cH:5][cH:6][c:7]1[O:8][CH2:9][c:10]1[n:11][cH:12][cH:13][cH:14][cH:15]1.